Dataset: the Open Reaction Database (ORD), a public repository of structured organic reaction records. Task: describe an organic reaction: reactants, conditions, products, and yield The reactants are CCCCOc1ncc(C(=O)O)c(C)n1, CN(C)C=O, CC(CCOS(C)(=O)=O)=C(F)F, [Na+], O, O=C([O-])O. The product is CCCCOc1ncc(C(=O)OCCC(C)=C(F)F)c(C)n1. Reaction SMILES: [CH2:18]([CH2:19][CH2:20][CH3:21])[O:22][c:23]1[n:24][cH:25][c:26]([C:30](=[O:31])[OH:32])[c:27]([CH3:29])[n:28]1.[CH3:1][N:2]([CH3:3])[CH:4]=[O:5].[CH3:6][S:7](=[O:8])(=[O:9])[O:10][CH2:11][CH2:12][C:13](=[C:14]([F:15])[F:16])[CH3:17].[Na+:33].[OH2:38].[OH:34][C:35](=[O:36])[O-:37]>>[O:10]([CH2:11][CH2:12][C:13](=[C:14]([F:15])[F:16])[CH3:17])[C:30]([c:26]1[cH:25][n:24][c:23]([O:22][CH2:18][CH2:19][CH2:20][CH3:21])[n:28][c:27]1[CH3:29])=[O:31]. Reactants: F[C@@]12CCC([C@@]1(C)CC[C@@H]1[C@]3(CC[C@@H](CC3=CC[C@@H]21)O)C)=O (14α-Fluoro-3β-hydroxyandrost-5(6)-en-17-one), [H][H] (hydrogen). The reagents and catalysts are [Pd] (palladium-charcoal). Run in C(C)O (ethanol). The product is F[C@@]12CCC([C@@]1(C)CC[C@@H]1[C@]3(CCC(C[C@@H]3CC[C@@H]21)=O)C)=O (14α-Fluoro-5α-androstane-3,17-dione). As a reaction SMILES: [F:1][C@:2]12[C@H:19]3[C@@H:10]([C@:11]4([CH3:21])[C:16](=[CH:17][CH2:18]3)[CH2:15][C@@H:14]([OH:20])[CH2:13][CH2:12]4)[CH2:9][CH2:8][C@:6]1([CH3:7])[C:5](=[O:22])[CH2:4][CH2:3]2.[H][H]>C(O)C.[Pd]>[F:1][C@:2]12[C@H:19]3[C@@H:10]([C@:11]4([CH3:21])[C@@H:16]([CH2:17][CH2:18]3)[CH2:15][C:14](=[O:20])[CH2:13][CH2:12]4)[CH2:9][CH2:8][C@:6]1([CH3:7])[C:5](=[O:22])[CH2:4][CH2:3]2. Procedure details: 14α-Fluoro-3β-hydroxyandrost-5(6)-en-17-one (400mg) in ethanol (70 ml) was hydrogenated over palladium-charcoal (5%; 250 mg) until uptake of hydrogen ceased (72 hr). The solvent was evaporated in vacuo and the crude product was recrystallised from acetone: hexane to give prisms of The reactants are O1CCOC12CCNCC2 (1,4-dioxa-8-azaspiro[4.5]decane), ClC1=NC(=CC(=N1)Cl)Cl (2,4,6-trichloropyrimidine), C(C)(C)N(CC)C(C)C (Diisopropylethylamine). The solvent is C(Cl)Cl (CH2Cl2). Conditions: temperature -78 celsius, time 3 hour. The product is ClC1=NC(=CC(=N1)N1CCC2(OCCO2)CC1)Cl (8-(2,6-DICHLORO-4-PYRIMIDINYL)-1,4-DIOXA-8-AZASPIRO[4.5]DECANE). Isolated yield 18.8%. RXN SMILES: [O:1]1[C:5]2([CH2:10][CH2:9][NH:8][CH2:7][CH2:6]2)[O:4][CH2:3][CH2:2]1.[Cl:11][C:12]1[N:17]=[C:16](Cl)[CH:15]=[C:14]([Cl:19])[N:13]=1.C(N(C(C)C)CC)(C)C>C(Cl)Cl>[Cl:11][C:12]1[N:17]=[C:16]([N:8]2[CH2:9][CH2:10][C:5]3([O:4][CH2:3][CH2:2][O:1]3)[CH2:6][CH2:7]2)[CH:15]=[C:14]([Cl:19])[N:13]=1. Reported procedure: 1,4-dioxa-8-azaspiro[4.5]decane (19.52 g, 136.3 mmol) was added to a solution of 2,4,6-trichloropyrimidine (25.0 g, 136 mmol) in CH2Cl2 (475 mL) at −78° C. with vigorous stirring. Diisopropylethylamine (26.4 g, 205 mmol) was added dropwise to the above mixture and stirred for 3 hours at −78° C. The resulting mixture was brought to 0° C. over a period of 3 hours and quenched with water (250 mL). The organic layer was separated, washed with aqueous citric acid (2×100 mL), brine (2×200 mL), dried o... Starting materials: CC(Cl)c1cccnc1, CC1(C)CC1(C(=O)O)c1cccs1. The reagents and catalysts are O=C([O-])[O-].[Cs+].[Cs+] (cesium carbonate), [I-].[K+] (potassium iodide). The solvent is CN(C)C=O (DMF), CN(C)C=O (dmf), CN(C)C=O (DMF). Run at temperature 70 celsius, time 16 hour. Product: CC(OC(=O)C1(c2cccs2)CC1(C)C)c1cccnc1. As a reaction SMILES: [CH2:30]1[O:31][CH2:32][CH2:33][CH2:34]1.[CH3:20][Si:21]([N-:22][Si:23]([CH3:24])([CH3:25])[CH3:26])([CH3:27])[CH3:28].[Cl:1][c:2]1[c:3]([Cl:12])[n:4][cH:5][c:6]([C:7](=[O:8])[O:9][CH3:10])[cH:11]1.[F:13][C:14]([CH:15]([CH3:16])[OH:17])([F:18])[F:19].[Na+:29]>>[Cl:1][c:2]1[c:3]([O:17][CH:15]([C:14]([F:13])([F:18])[F:19])[CH3:16])[n:4][cH:5][c:6]([C:7](=[O:8])[O:9][CH3:10])[cH:11]1. The reactants are C1CCOC1, C[Si](C)(C)[N-][Si](C)(C)C, COC(=O)c1cnc(Cl)c(Cl)c1, CC(O)C(F)(F)F, [Na+]. Product: COC(=O)c1cnc(OC(C)C(F)(F)F)c(Cl)c1. Starting materials: CC(C)(C)[Si](OCC(=O)O)(c1ccccc1)c1ccccc1, ClCCl, O=S(Cl)Cl. Yields the product CC(C)(C)[Si](OCC(=O)Cl)(c1ccccc1)c1ccccc1. RXN SMILES: [C:1]([CH3:2])([CH3:3])([CH3:4])[Si:5]([O:6][CH2:7][C:8](=[O:9])[OH:10])([c:11]1[cH:12][cH:13][cH:14][cH:15][cH:16]1)[c:17]1[cH:18][cH:19][cH:20][cH:21][cH:22]1.[Cl:27][CH2:28][Cl:29].[S:23]([Cl:24])([Cl:25])=[O:26]>>[C:1]([CH3:2])([CH3:3])([CH3:4])[Si:5]([O:6][CH2:7][C:8](=[O:9])[Cl:25])([c:11]1[cH:12][cH:13][cH:14][cH:15][cH:16]1)[c:17]1[cH:18][cH:19][cH:20][cH:21][cH:22]1.